Dataset: the Open Reaction Database (ORD), a public repository of structured organic reaction records. Task: describe an organic reaction: reactants, conditions, products, and yield The reactants are C=1C=CN2C1CNC1=C(C2)C=CC=C1 (10,11-dihydro-5H-pyrrolo[2,1-c][1,4]benzodiazepine), ClC1=CC=C(OCC(=O)Cl)C=C1 (4-chlorophenoxyacetyl chloride). Product: ClC1=CC=C(OCC(=O)N2CC=3N(CC4=C2C=CC=C4)C=CC3)C=C1 (10-[(4-Chlorophenoxy)acetyl]-10,11-dihydro-5H-pyrrolo[2,1-c][1,4]benzodiazepine). Reaction SMILES: [CH:1]1[CH:2]=[CH:3][N:4]2[CH2:10][C:9]3[CH:11]=[CH:12][CH:13]=[CH:14][C:8]=3[NH:7][CH2:6][C:5]=12.[Cl:15][C:16]1[CH:26]=[CH:25][C:19]([O:20][CH2:21][C:22](Cl)=[O:23])=[CH:18][CH:17]=1>>[Cl:15][C:16]1[CH:26]=[CH:25][C:19]([O:20][CH2:21][C:22]([N:7]2[C:8]3[CH:14]=[CH:13][CH:12]=[CH:11][C:9]=3[CH2:10][N:4]3[CH:3]=[CH:2][CH:1]=[C:5]3[CH2:6]2)=[O:23])=[CH:18][CH:17]=1. Procedure details: This compound was prepared from 10,11-dihydro-5H-pyrrolo[2,1-c][1,4]benzodiazepine and 4-chlorophenoxyacetyl chloride in the manner of Example 75, step B, m.p. 120-122° C. MS [(+)ESI, m/z]: 353 [M+H]+ Anal. Calcd for C20H17CIN2O2:C, 68.09; H, 4.86; N, 7.94. Found: C, 67.82; H, 4.87; N, 7.87. The reactants are COC(=O)c1cccc2sc(N3CCNCC3)nc12, CC(C)Oc1ccc(S(C)(=O)=O)cc1C(=O)O, Cl, C1CCOC1. The product is COC(=O)c1cccc2sc(N3CCN(C(=O)c4cc(S(C)(=O)=O)ccc4OC(C)C)CC3)nc12. As a reaction SMILES: [CH3:19][O:20][C:21](=[O:22])[c:23]1[cH:24][cH:25][cH:26][c:27]2[c:28]1[n:29][c:30]([N:32]1[CH2:33][CH2:34][NH:35][CH2:36][CH2:37]1)[s:31]2.[CH:1]([CH3:2])([CH3:3])[O:4][c:5]1[c:6]([C:7](=[O:8])[OH:9])[cH:10][c:11]([S:14](=[O:15])(=[O:16])[CH3:17])[cH:12][cH:13]1.[ClH:18].[O:38]1[CH2:39][CH2:40][CH2:41][CH2:42]1>>[CH:1]([CH3:2])([CH3:3])[O:4][c:5]1[c:6]([C:7](=[O:9])[N:35]2[CH2:34][CH2:33][N:32]([c:30]3[n:29][c:28]4[c:23]([C:21]([O:20][CH3:19])=[O:22])[cH:24][cH:25][cH:26][c:27]4[s:31]3)[CH2:37][CH2:36]2)[cH:10][c:11]([S:14](=[O:15])(=[O:16])[CH3:17])[cH:12][cH:13]1. The product is O=C1N(C=NN1C1=CC=C(C=C1)N1C(NN=C1)=O)C1=CC=C(C=C1)OCC(C(F)F)(F)F (4-[4-[5-oxo-4-[4-(2,2,3,3-tetrafluoropropoxy)-phenyl]-1H,4H-1,2,4-triazol-1-yl]phenyl]-3(2H,4H)-1,2,4-triazolone). As a reaction SMILES: [O:1]=[C:2]1[N:6]([C:7]2[CH:12]=[CH:11][C:10]([NH:13][C:14](=[O:17])[NH:15][NH2:16])=[CH:9][CH:8]=2)[N:5]=[CH:4][N:3]1[C:18]1[CH:23]=[CH:22][C:21]([O:24][CH2:25][C:26]([F:31])([F:30])[CH:27]([F:29])[F:28])=[CH:20][CH:19]=1.[CH3:32]N(C)C=O.C(O)(=O)C.C(O)(=O)C.C(N)=N>O>[O:1]=[C:2]1[N:6]([C:7]2[CH:12]=[CH:11][C:10]([N:13]3[CH:32]=[N:16][NH:15][C:14]3=[O:17])=[CH:9][CH:8]=2)[N:5]=[CH:4][N:3]1[C:18]1[CH:23]=[CH:22][C:21]([O:24][CH2:25][C:26]([F:30])([F:31])[CH:27]([F:28])[F:29])=[CH:20][CH:19]=1 |f:3.4|. Procedure details: 4-[4-[5-Oxo-4-[4-(2,2,3,3-tetrafluoropropoxy)phenyl]-1H,4H-1,2,4-triazol-1-yl]phenyl]semicarbazide (4.75 g) was added to N,N-dimethylformamide (60 ml). To the mixture were added acetic acid (4 g) and formamidine acetate (6 g), and the resulting mixture was stirred at room temperature for 3 hours and then at 80° C. for 1.5 hours. After cooling, the reaction solution was diluted with water (30 ml). The precipitated crystals were collected by filtration and washed with water (100 ml). The crystals ... The solvent is O (water). Reactants: O=C1N(C=NN1C1=CC=C(C=C1)NC(NN)=O)C1=CC=C(C=C1)OCC(C(F)F)(F)F (4-[4-[5-Oxo-4-[4-(2,2,3,3-tetrafluoropropoxy)phenyl]-1H,4H-1,2,4-triazol-1-yl]phenyl]semicarbazide), CN(C=O)C (N,N-dimethylformamide), C(C)(=O)O (acetic acid), C(C)(=O)O.C(=N)N (formamidine acetate). Yield: 49.0%. Reaction conditions: time 3 hour. The reactants are BrC=1C=CC=2N(C1)C(=CN2)C(=O)NC2=C(C=CC(=C2)C2=NOC(=N2)C2CC(C2)(F)F)C (6-bromo-N-(5-(5-(3,3-difluorocyclobutyl)-1,2,4-oxadiazol-3-yl)-2-methylphenyl)imidazo[1,2-a]pyridine-3-carboxamide), C[C@@H]1CNC[C@@H](O1)C (cis-2,6-dimethylmorpholine), C1(CCCCC1)P(C1=C(C=CC=C1)C1=C(C=CC=C1)N(C)C)C1CCCCC1 (2-dicyclohexylphosphino-2′-(N,N-dimethylamino)biphenyl), CC(C)([O-])C.[Na+] (sodium t-butoxide). The reagents and catalysts are C=1C=CC(=CC1)/C=C/C(=O)/C=C/C2=CC=CC=C2.C=1C=CC(=CC1)/C=C/C(=O)/C=C/C2=CC=CC=C2.C=1C=CC(=CC1)/C=C/C(=O)/C=C/C2=CC=CC=C2.[Pd].[Pd] (tris(dibenzylideneacetone)dipalladium(0)). The solvent is O1CCOCC1 (dioxane). Conditions: temperature 125 celsius. Yields the product FC1(CC(C1)C1=NC(=NO1)C=1C=CC(=C(C1)NC(=O)C1=CN=C2N1C=C(C=C2)N2C[C@@H](O[C@@H](C2)C)C)C)F (N-(5-(5-(3,3-difluorocyclobutyl)-1,2,4-oxadiazol-3-yl)-2-methylphenyl)-6-((2S,6R)-2,6-dimethylmorpholino)imidazo[1,2-a]pyridine-3-carboxamide). Reaction SMILES: Br[C:2]1[CH:3]=[CH:4][C:5]2[N:6]([C:8]([C:11]([NH:13][C:14]3[CH:19]=[C:18]([C:20]4[N:24]=[C:23]([CH:25]5[CH2:28][C:27]([F:30])([F:29])[CH2:26]5)[O:22][N:21]=4)[CH:17]=[CH:16][C:15]=3[CH3:31])=[O:12])=[CH:9][N:10]=2)[CH:7]=1.[CH3:32][C@H:33]1[O:38][C@@H:37]([CH3:39])[CH2:36][NH:35][CH2:34]1.C1(P(C2CCCCC2)C2C=CC=CC=2C2C=CC=CC=2N(C)C)CCCCC1.CC(C)([O-])C.[Na+]>O1CCOCC1.C1C=CC(/C=C/C(/C=C/C2C=CC=CC=2)=O)=CC=1.C1C=CC(/C=C/C(/C=C/C2C=CC=CC=2)=O)=CC=1.C1C=CC(/C=C/C(/C=C/C2C=CC=CC=2)=O)=CC=1.[Pd].[Pd]>[F:29][C:27]1([F:30])[CH2:28][CH:25]([C:23]2[O:22][N:21]=[C:20]([C:18]3[CH:17]=[CH:16][C:15]([CH3:31])=[C:14]([NH:13][C:11]([C:8]4[N:6]5[CH:7]=[C:2]([N:35]6[CH2:34][C@@H:33]([CH3:32])[O:38][C@@H:37]([CH3:39])[CH2:36]6)[CH:3]=[CH:4][C:5]5=[N:10][CH:9]=4)=[O:12])[CH:19]=3)[N:24]=2)[CH2:26]1 |f:3.4,6.7.8.9.10|. Reported procedure: A mixture of 6-bromo-N-(5-(5-(3,3-difluorocyclobutyl)-1,2,4-oxadiazol-3-yl)-2-methylphenyl)imidazo[1,2-a]pyridine-3-carboxamide (42h) (25 mg, 0.051 mmol), cis-2,6-dimethylmorpholine (9 mg, 0.077 mmol), 2-dicyclohexylphosphino-2′-(N,N-dimethylamino)biphenyl (4 mg, 0.01 mmol), tris(dibenzylideneacetone)dipalladium(0) (2 mg, 0.003 mmol), and sodium t-butoxide (10 mg, 0.102 mmol) in anhydrous dioxane (1 mL) was heated in the microwave at 125° C. for 25 minutes. The reaction was cooled to room temper...